This data is from the Open Reaction Database (ORD), a public repository of structured organic reaction records. The task is: describe an organic reaction: reactants, conditions, products, and yield The reactants are O=C(O)c1ccc2c(c1)COC2=O, CC(C)(C)N, C1CCOC1, Cc1ccccc1, CN(C)C=O, O, O=S(Cl)Cl. Product: CC(C)(C)NC(=O)c1ccc2c(c1)COC2=O. As a reaction SMILES: [C:1](=[O:2])([OH:3])[c:4]1[cH:5][c:6]2[c:11]([cH:12][cH:13]1)[C:9](=[O:10])[O:8][CH2:7]2.[C:26]([CH3:27])([CH3:28])([CH3:29])[NH2:30].[CH2:35]1[O:36][CH2:37][CH2:38][CH2:39]1.[CH3:19][c:20]1[cH:21][cH:22][cH:23][cH:24][cH:25]1.[O:14]=[CH:15][N:16]([CH3:17])[CH3:18].[OH2:40].[S:31]([Cl:32])([Cl:33])=[O:34]>>[C:1](=[O:3])([c:4]1[cH:5][c:6]2[c:11]([cH:12][cH:13]1)[C:9](=[O:10])[O:8][CH2:7]2)[NH:30][C:26]([CH3:27])([CH3:28])[CH3:29].